This data is from the Open Reaction Database (ORD), a public repository of structured organic reaction records. The task is: describe an organic reaction: reactants, conditions, products, and yield The reactants are C#CCC (1-butyne), C1CCOC1 (THF), Cl (hydrochloric acid), IC1=CC=C2C=3C=CC(=CC3CCC2=C1)O (7-iodo-9,10-dihydrophenanthren-2-ol), C1CCOC1 (THF), C(C)(C)NC(C)C (diisopropylamine). Reagents/catalysts: Cl[Pd]([P](C1=CC=CC=C1)(C2=CC=CC=C2)C3=CC=CC=C3)([P](C4=CC=CC=C4)(C5=CC=CC=C5)C6=CC=CC=C6)Cl (bis(triphenylphosphine)-palladium(II) chloride), [Cu]I (copper(I) iodide). Solvent: O (water). Conditions: time 1.5 hour. The product is OCCC#CC1=CC=C2C=3C=CC(=CC3CCC2=C1)O (7-(4-hydroxybut-1-ynyl)-9,10-dihydrophenanthren-2-ol). RXN SMILES: I[C:2]1[CH:15]=[C:14]2[C:5]([C:6]3[CH:7]=[CH:8][C:9]([OH:16])=[CH:10][C:11]=3[CH2:12][CH2:13]2)=[CH:4][CH:3]=1.C(NC(C)C)(C)C.C#CCC.Cl.[CH2:29]1[CH2:33][O:32][CH2:31][CH2:30]1>Cl[Pd](Cl)([P](C1C=CC=CC=1)(C1C=CC=CC=1)C1C=CC=CC=1)[P](C1C=CC=CC=1)(C1C=CC=CC=1)C1C=CC=CC=1.[Cu]I.O>[OH:32][CH2:31][CH2:30][C:29]#[C:33][C:2]1[CH:15]=[C:14]2[C:5]([C:6]3[CH:7]=[CH:8][C:9]([OH:16])=[CH:10][C:11]=3[CH2:12][CH2:13]2)=[CH:4][CH:3]=1 |^1:36,55|. Procedure details: 9.0 g (24.6 mmol) of 7-iodo-9,10-dihydrophenanthren-2-ol are initially introduced in 100 ml of THF, 1.0 g (1.43 mmol) of bis(triphenylphosphine)-palladium(II) chloride, 0.3 g (1.58 mmol) of copper(I) iodide and 11 ml of diisopropylamine are added, and a solution of 3.0 g (42.8 mmol) of 1-butyne in 20 ml of THF is subsequently added dropwise with cooling at max. 30° C. The batch is left to stir at room temp. for 1.5 h, added to water and acidified using 2 N hydrochloric acid. The aqueous phase is... Reactants: CCCCCCCNC(=O)N(C)c1cccc(-c2ccc(CC(OCC)C(=O)OCC)cn2)c1, [Li+], C1CCOC1, [OH-]. Yields the product CCCCCCCNC(=O)N(C)c1cccc(-c2ccc(CC(OCC)C(=O)O)cn2)c1. Reaction SMILES: [CH2:1]([CH3:2])[O:3][CH:4]([C:5](=[O:6])[O:7][CH2:8][CH3:9])[CH2:10][c:11]1[cH:12][n:13][c:14](-[c:17]2[cH:18][c:19]([N:23]([C:24](=[O:25])[NH:26][CH2:27][CH2:28][CH2:29][CH2:30][CH2:31][CH2:32][CH3:33])[CH3:34])[cH:20][cH:21][cH:22]2)[cH:15][cH:16]1.[Li+:35].[O:37]1[CH2:38][CH2:39][CH2:40][CH2:41]1.[OH-:36]>>[CH2:1]([CH3:2])[O:3][CH:4]([C:5](=[O:6])[OH:7])[CH2:10][c:11]1[cH:12][n:13][c:14](-[c:17]2[cH:18][c:19]([N:23]([C:24](=[O:25])[NH:26][CH2:27][CH2:28][CH2:29][CH2:30][CH2:31][CH2:32][CH3:33])[CH3:34])[cH:20][cH:21][cH:22]2)[cH:15][cH:16]1.